From a dataset of the Open Reaction Database (ORD), a public repository of structured organic reaction records. describe an organic reaction: reactants, conditions, products, and yield The reactants are N1C=NC=C1 (imidazole), FC1=CC=C(C=C1)C=1N=C(N(C1C1=CC(NC=C1)=O)O)C (4-[4-(4-fluorophenyl)-1-hydroxy-2-methyl-1H-imidazol-5-yl]pyridin-2(1H)-one). Yields the product FC1=CC=2C(=C3C(=C4C=CNC(C24)=O)NC(=N3)C)C=C1 (9-fluoro-2-methyl-3,6-dihydro-7H-benzo[h]imidazo[4,5-f]isoquinolin-7-one). As a reaction SMILES: N1C=CN=C1.[F:6][C:7]1[CH:12]=[CH:11][C:10]([C:13]2[N:14]=[C:15]([CH3:26])[N:16](O)[C:17]=2[C:18]2[CH:23]=[CH:22][NH:21][C:20](=[O:24])[CH:19]=2)=[CH:9][CH:8]=1>>[F:6][C:7]1[CH:12]=[CH:11][C:10]2=[C:13]3[N:14]=[C:15]([CH3:26])[NH:16][C:17]3=[C:18]3[C:19]([C:20](=[O:24])[NH:21][CH:22]=[CH:23]3)=[C:9]2[CH:8]=1. Reported procedure: The title compound was prepared as a mixture of imidazole tautomers from 4-[4-(4-fluorophenyl)-1-hydroxy-2-methyl-1H-imidazol-5-yl]pyridin-2(1H)-one (EXAMPLE 8, Step A) following the procedure described in EXAMPLE 1, Step E. The reactants are ClC1=CC(=C(C=C1)N)C=1NN=C(N1)C1CC1 (4-chloro-2-(5-cyclopropyl-2H-[1,2,4]triazol-3-yl)-phenylamine), ClCC(=O)Cl (chloroacetyl chloride), Cl (HCl), [OH-].[Na+] (sodium hydroxide). The solvent is O1CCOCC1 (dioxane), N1=CC=CC=C1 (pyridine), C(C)OCC (diethylether). Conditions: temperature 10 celsius, time 30 minute. Product: ClC=1C=CC2=C(C3=NC(=NN3CC(N2)=O)C2CC2)C1 (9-Chloro-2-cyclopropyl-6H-1,3,3a,6-tetraaza-benzo[e]azulen-5-one). Isolated yield 65.4%. As a reaction SMILES: [Cl:1][C:2]1[CH:7]=[CH:6][C:5]([NH2:8])=[C:4]([C:9]2[NH:10][N:11]=[C:12]([CH:14]3[CH2:16][CH2:15]3)[N:13]=2)[CH:3]=1.Cl[CH2:18][C:19](Cl)=[O:20].[OH-].[Na+].Cl>O1CCOCC1.N1C=CC=CC=1.C(OCC)C>[Cl:1][C:2]1[CH:7]=[CH:6][C:5]2[NH:8][C:19](=[O:20])[CH2:18][N:10]3[C:9](=[N:13][C:12]([CH:14]4[CH2:16][CH2:15]4)=[N:11]3)[C:4]=2[CH:3]=1 |f:2.3|. Reported procedure: A suspension of 4-chloro-2-(5-cyclopropyl-2H-[1,2,4]triazol-3-yl)-phenylamine (3.95 g, 16.8 mmol) in dioxane (120 mL) and pyridine (1.5 mL) was cooled to 10° C. A solution of chloroacetyl chloride (1.54 mL, 19.3 mmol) in diethylether (5 mL) was then added dropwise over 15 min. The reaction mixture was stirred at this temperature for 30 min and was then treated within 10 min with aqueous sodium hydroxide (2 N, 20.2 mL, 40.4 mmol). The mixture was stirred for 22 h at ambient temperature. After the... Starting materials: BrC1=CN(C=2N=CN=C(C21)N)CCN(C)C (5-bromo-7-[2-(dimethylamino)ethyl]-7H-pyrrolo[2,3-d]pyrimidin-4-amine), FC1=C(C=C(C=C1)F)CC(=O)N1CCC2=CC(=CC=C12)B1OC(C(O1)(C)C)(C)C (1-[(2,5-difluorophenyl)acetyl]-5-(4,4,5,5-tetramethyl-1,3,2-dioxaborolan-2-yl)-2,3-dihydro-1H-indole), C(=O)(O)[O-].[Na+] (NaHCO3), N#N (N2), N#N (N2). Reagents/catalysts: C=1C=CC(=CC1)[P](C=2C=CC=CC2)(C=3C=CC=CC3)[Pd]([P](C=4C=CC=CC4)(C=5C=CC=CC5)C=6C=CC=CC6)([P](C=7C=CC=CC7)(C=8C=CC=CC8)C=9C=CC=CC9)[P](C=1C=CC=CC1)(C=1C=CC=CC1)C=1C=CC=CC1 (Pd(Ph3P)4). The solvent is O1CCOCC1 (1,4-Dioxane), O (water). Run at temperature 100 celsius. The product is FC1=C(C=C(C=C1)F)CC(=O)N1CCC2=CC(=CC=C12)C1=CN(C=2N=CN=C(C21)N)CCN(C)C (5-{1-[(2,5-difluorophenyl)acetyl]-2,3-dihydro-1H-indol-5-yl}-7-[2-(dimethylamino)ethyl]-7H-pyrrolo[2,3-d]pyrimidin-4-amine). Isolated yield 20.9%. As a reaction SMILES: Br[C:2]1[C:10]2[C:9]([NH2:11])=[N:8][CH:7]=[N:6][C:5]=2[N:4]([CH2:12][CH2:13][N:14]([CH3:16])[CH3:15])[CH:3]=1.[F:17][C:18]1[CH:23]=[CH:22][C:21]([F:24])=[CH:20][C:19]=1[CH2:25][C:26]([N:28]1[C:36]2[C:31](=[CH:32][C:33](B3OC(C)(C)C(C)(C)O3)=[CH:34][CH:35]=2)[CH2:30][CH2:29]1)=[O:27].C([O-])(O)=O.[Na+].N#N>O.C1C=CC([P]([Pd]([P](C2C=CC=CC=2)(C2C=CC=CC=2)C2C=CC=CC=2)([P](C2C=CC=CC=2)(C2C=CC=CC=2)C2C=CC=CC=2)[P](C2C=CC=CC=2)(C2C=CC=CC=2)C2C=CC=CC=2)(C2C=CC=CC=2)C2C=CC=CC=2)=CC=1.O1CCOCC1>[F:17][C:18]1[CH:23]=[CH:22][C:21]([F:24])=[CH:20][C:19]=1[CH2:25][C:26]([N:28]1[C:36]2[C:31](=[CH:32][C:33]([C:2]3[C:10]4[C:9]([NH2:11])=[N:8][CH:7]=[N:6][C:5]=4[N:4]([CH2:12][CH2:13][N:14]([CH3:16])[CH3:15])[CH:3]=3)=[CH:34][CH:35]=2)[CH2:30][CH2:29]1)=[O:27] |f:2.3,^1:57,59,78,97|. Reported procedure: To 5-bromo-7-[2-(dimethylamino)ethyl]-7H-pyrrolo[2,3-d]pyrimidin-4-amine (100 mg, 0.352 mmol), 1-[(2,5-difluorophenyl)acetyl]-5-(4,4,5,5-tetramethyl-1,3,2-dioxaborolan-2-yl)-2,3-dihydro-1H-indole (183 mg, 0.457 mmol) in a 5 ml sealable vial was added 1,4-Dioxane (2 mL) and saturated NaHCO3 (1 mL). The mixture was then bubbled N2 gas for 10 minutes then Pd(Ph3P)4 (40.7 mg, 0.035 mmol) was added. The mixture was again bubbled N2 gas for 5 minutes then capped and the reaction was heated at 100° C. ...